From a dataset of the Open Reaction Database (ORD), a public repository of structured organic reaction records. describe an organic reaction: reactants, conditions, products, and yield Reactants: C([O-])([O-])=O.[Cs+].[Cs+] (cesium carbonate), C(C)OP(=O)(C)C(C=1C2=C(SC1)C=CC(=C2)Cl)C(N)=O ([Carbamoyl-(5-chloro-benzo[b]thiophen-3-yl)-methyl]-methyl-phosphinic acid ethyl ester), C(C)(=O)OCC (ethyl acetate), BrC=CC1=CC(=C(C=C1)F)F (4-(2-bromo-vinyl)-1,2-difluoro-benzene). Reagents/catalysts: [Cu](I)I (copper iodide). The solvent is O (water), CC(=O)N(C)C (DMA). Product: C(C)OP(=O)(C)C(C(NC=CC1=CC(=C(C=C1)F)F)=O)C=1C2=C(SC1)C=CC(=C2)Cl ({(5-Chloro-benzo[b]thiophen-3-yl)-[2-(3,4-difluoro-phenyl)-vinylcarbamoyl]-methyl}-methyl-phosphinic acid ethyl ester). As a reaction SMILES: [CH2:1]([O:3][P:4]([CH:7]([C:18](=[O:20])[NH2:19])[C:8]1[C:9]2[CH:16]=[C:15]([Cl:17])[CH:14]=[CH:13][C:10]=2[S:11][CH:12]=1)([CH3:6])=[O:5])[CH3:2].C(=O)([O-])[O-].[Cs+].[Cs+].Br[CH:28]=[CH:29][C:30]1[CH:35]=[CH:34][C:33]([F:36])=[C:32]([F:37])[CH:31]=1.C(OCC)(=O)C>CC(N(C)C)=O.[Cu](I)I.O>[CH2:1]([O:3][P:4]([CH:7]([C:8]1[C:9]2[CH:16]=[C:15]([Cl:17])[CH:14]=[CH:13][C:10]=2[S:11][CH:12]=1)[C:18](=[O:20])[NH:19][CH:28]=[CH:29][C:30]1[CH:35]=[CH:34][C:33]([F:36])=[C:32]([F:37])[CH:31]=1)([CH3:6])=[O:5])[CH3:2] |f:1.2.3|. Procedure: [Carbamoyl-(5-chloro-benzo[b]thiophen-3-yl)-methyl]-methyl-phosphinic acid ethyl ester (60.0 g, 181 mmol) was placed in a reactor under nitrogen, followed by addition of cesium carbonate (35.3 g, 108 mmol) and copper iodide (6.90 g, 36.2 mmol) and the resulting mixture was stirred at ambient temperature. DMA (123 g) and N,N′-dimethylethylenediame (6.36 g, 72.1 mmol) (with the addition flask washed with DMA (30 g)) were added and the resulting mixture heated to 70-75° C. with about 30-60 minutes,... The reactants are Cc1ccc(CC(=O)O)cc1, Cc1ccc(S(N)(=O)=O)cc1. The reagents and catalysts are CCOC1C=CC2=CC=CC=C2N1C(=O)OCC (EEDQ), CCN(C(C)C)C(C)C (DIPEA). Run in CN(C)C=O (DMF), CN(C)C=O (DMF), CN(C)C=O (DMF), CN(C)C=O (DMF), CN(C)C=O (DMF), CN(C)C=O (DMF). Conditions: temperature 25 celsius, time 2 hour. Yields the product Cc1ccc(CC(=O)NS(=O)(=O)c2ccc(C)cc2)cc1. The yield is 0.1%. As a reaction SMILES: Cc1ccc(S(N)(=O)=O)cc1.Cc1ccc(CC(=O)O)cc1.CCOC1C=CC2=CC=CC=C2N1C(=O)OCC.CCN(C(C)C)C(C)C.CN(C)C=O>>Cc1ccc(CC(=O)NS(=O)(=O)c2ccc(C)cc2)cc1. The reactants are Br.C(C)(C)NCCCOC1=C(C=CC=C1)CC=C (N-isopropyl-3-(2-allylphenoxy)propylamine hydrobromide). The reagents and catalysts are [Pd] (palladium on carbon). Run in C(C)O (ethanol). Conditions: time 3 hour. Product: Br.C(C)(C)NCCCOC1=C(C=CC=C1)CCC (N-isopropyl-3-(2-propylphenoxy)propylamine hydrogen bromide). Isolated yield 64.8%. Reaction SMILES: [BrH:1].[CH:2]([NH:5][CH2:6][CH2:7][CH2:8][O:9][C:10]1[CH:15]=[CH:14][CH:13]=[CH:12][C:11]=1[CH2:16][CH:17]=[CH2:18])([CH3:4])[CH3:3]>C(O)C.[Pd]>[BrH:1].[CH:2]([NH:5][CH2:6][CH2:7][CH2:8][O:9][C:10]1[CH:15]=[CH:14][CH:13]=[CH:12][C:11]=1[CH2:16][CH2:17][CH3:18])([CH3:3])[CH3:4] |f:0.1,4.5|. Procedure: A solution of N-isopropyl-3-(2-allylphenoxy)propylamine hydrobromide (313 mg) in ethanol was hydrogenated at ambient temperature and pressure for 3 hours using a catalyst of palladium on carbon (10% w/w, 30 mg). The catalyst was removed by filtration and the filtrate evaporated to give a solid which was crystallised from a mixture of propan-2-ol and diethyl ether to give N-isopropyl-3-(2-propylphenoxy)propylamine hydrogen bromide as a colourless solid (204 mg), m.p. 89°-90°; microanalysis, found... Starting materials: CCCCCc1cccc(Oc2ccc(NC(=O)[O-])cc2CCCCC)c1, CNCC(OC)OC, Cc1ccccc1. Yields the product CCCCCc1cccc(Oc2ccc(NC(=O)N(C)CC(OC)OC)cc2CCCCC)c1. Reaction SMILES: [CH2:1]([CH2:2][CH2:3][CH2:4][CH3:5])[c:6]1[cH:7][c:8]([O:9][c:10]2[c:11]([CH2:20][CH2:21][CH2:22][CH2:23][CH3:24])[cH:12][c:13]([NH:16][C:17]([O-:18])=[O:19])[cH:14][cH:15]2)[cH:25][cH:26][cH:27]1.[CH3:28][O:29][CH:30]([CH2:31][NH:32][CH3:33])[O:34][CH3:35].[CH3:36][c:37]1[cH:38][cH:39][cH:40][cH:41][cH:42]1>>[CH2:1]([CH2:2][CH2:3][CH2:4][CH3:5])[c:6]1[cH:7][c:8]([O:9][c:10]2[c:11]([CH2:20][CH2:21][CH2:22][CH2:23][CH3:24])[cH:12][c:13]([NH:16][C:17](=[O:18])[N:32]([CH2:31][CH:30]([O:29][CH3:28])[O:34][CH3:35])[CH3:33])[cH:14][cH:15]2)[cH:25][cH:26][cH:27]1. Reactants: C(C)OC(=O)C=1C(C2=CC(=CC=C2C1C1=CC=CC=C1)OC)=O (6-Methoxy-1-oxo-3-phenyl-1H-indene-2-carboxylic acid ethyl ester), C1CCOC1 (THF), C(C)(C)[Mg]Cl (isopropylmagnesium chloride). Conditions: temperature 0 celsius, time 1 hour. Product: C(C)OC(=O)C=1C(C2=CC(=CC=C2C1C1=CC=CC=C1)OC)C(C)(C)O (1-hydroxy-isopropyl-6-methoxy-3-phenyl-1H-indene-2-carboxylic Acid Ethyl Ester). The yield is 45.2%. RXN SMILES: [CH2:1]([O:3][C:4]([C:6]1[C:7](=O)[C:8]2[C:13]([C:14]=1[C:15]1[CH:20]=[CH:19][CH:18]=[CH:17][CH:16]=1)=[CH:12][CH:11]=[C:10]([O:21][CH3:22])[CH:9]=2)=[O:5])[CH3:2].[CH:24]([Mg]Cl)([CH3:26])[CH3:25].C1C[O:32]CC1>>[CH2:1]([O:3][C:4]([C:6]1[CH:7]([C:24]([OH:32])([CH3:26])[CH3:25])[C:8]2[C:13]([C:14]=1[C:15]1[CH:20]=[CH:19][CH:18]=[CH:17][CH:16]=1)=[CH:12][CH:11]=[C:10]([O:21][CH3:22])[CH:9]=2)=[O:5])[CH3:2]. Procedure details: 6-Methoxy-1-oxo-3-phenyl-1H-indene-2-carboxylic acid ethyl ester (300 mg, 0.974 mmol) obtained in Example 1 was dissolved in THF and 1.5 equivalents of isopropylmagnesium chloride were added thereto, followed by stirring for 1 hr at 0° C. The resulting mixture washed with saturated saline and extracted with ethyl acetate. The organic layer was separated, dried over anhydrous MgSO4, and concentrated under a reduced pressure. Then, the resulting residue was purified by flash chromatography to obta... The reactants are OCC1(Cc2ccccc2)CCCCC1, Cc1ccccc1, CO, O=C(Cl)Cl, Cl, CC(NC(=O)C(O)C(N)CCCCNC(=O)N1CCOCC1)c1ccccc1, C1CCOC1. Product: CC(NC(=O)C(O)C(CCCCNC(=O)N1CCOCC1)NC(=O)OCC1(Cc2ccccc2)CCCCC1)c1ccccc1. As a reaction SMILES: [CH2:1]([c:2]1[cH:3][cH:4][cH:5][cH:6][cH:7]1)[C:8]1([CH2:14][OH:15])[CH2:9][CH2:10][CH2:11][CH2:12][CH2:13]1.[CH3:54][c:55]1[cH:56][cH:57][cH:58][cH:59][cH:60]1.[CH3:61][OH:62].[Cl:16][C:17]([Cl:18])=[O:19].[ClH:20].[NH2:21][CH:22]([CH2:23][CH2:24][CH2:25][CH2:26][NH:27][C:28](=[O:29])[N:30]1[CH2:31][CH2:32][O:33][CH2:34][CH2:35]1)[CH:36]([C:37]([NH:38][CH:39]([CH3:40])[c:41]1[cH:42][cH:43][cH:44][cH:45][cH:46]1)=[O:47])[OH:48].[O:49]1[CH2:50][CH2:51][CH2:52][CH2:53]1>>[CH2:1]([c:2]1[cH:3][cH:4][cH:5][cH:6][cH:7]1)[C:8]1([CH2:14][O:15][C:17](=[O:19])[NH:21][CH:22]([CH2:23][CH2:24][CH2:25][CH2:26][NH:27][C:28](=[O:29])[N:30]2[CH2:31][CH2:32][O:33][CH2:34][CH2:35]2)[CH:36]([C:37]([NH:38][CH:39]([CH3:40])[c:41]2[cH:42][cH:43][cH:44][cH:45][cH:46]2)=[O:47])[OH:48])[CH2:9][CH2:10][CH2:11][CH2:12][CH2:13]1. The reactants are [Cl-].[NH4+] (ammonium chloride), BrC1=C(C=CC=C1)OC (2-bromoanisole). Reagents/catalysts: [Fe] (iron). Run in O (water), CO (MeOH). Reaction conditions: temperature 75 celsius, time 8 hour. Product: BrC1=C(C=C(C=C1)N)OC (4-Bromo-3-methoxy-phenylamine). Yield: 99.2%. RXN SMILES: [Cl-].[NH4+:2].[Br:3][C:4]1[CH:9]=[CH:8][CH:7]=[CH:6][C:5]=1[O:10][CH3:11]>O.CO.[Fe]>[Br:3][C:4]1[CH:9]=[CH:8][C:7]([NH2:2])=[CH:6][C:5]=1[O:10][CH3:11] |f:0.1|. Procedure: A suspension of iron powder (40.8 g, 0.730 mol), ammonium chloride (64.7 g, 1.21 mol) and 2-bromoanisole (50 g, 0.215 mol) in water (1.5 L) and MeOH (1 L) was stirred overnight at 75° C. The solid was filtered off and the liquid was diluted with ethyl acetate, washed with brine, dried over sodium sulfate, filtered and the solvents were evaporated under vacuum. 43.1 g of the title compound were obtained. Brown solid, ISP-MS: m/e=203.1 ([M+H]+). Reactants: BrB(Br)Br, CO, ClCCl, COc1cc(C=O)cc(Cl)c1O. Yields the product O=Cc1cc(O)c(O)c(Cl)c1. RXN SMILES: [B:13]([Br:14])([Br:15])[Br:16].[CH3:20][OH:21].[Cl:17][CH2:18][Cl:19].[Cl:1][c:2]1[cH:3][c:4]([CH:5]=[O:6])[cH:7][c:8]([O:11][CH3:12])[c:9]1[OH:10]>>[Cl:1][c:2]1[cH:3][c:4]([CH:5]=[O:6])[cH:7][c:8]([OH:11])[c:9]1[OH:10]. Starting materials: ice water, C=1C=2N(C=CN1)C=CC2 (pyrrolo[1,2-a]pyrazine), [Cl-].[Cl-].[Cl-].[Al+3] (aluminium trichloride), C(C)(=O)Cl (acetylchloride), [OH-].[Na+] (sodium hydroxide). The solvent is ClC(C)Cl (dichloroethane). The product is C(C)(=O)C1=CC=C2N1C=CN=C2 (6-acetylpyrrolo[1,2-a]pyrazine), C(C)(=O)C=1C=CN2C1C=NC=C2 (8-acetylpyrrolo-[1,2-a]pyrazine). RXN SMILES: [CH:1]1[C:2]2[N:3]([CH:7]=[CH:8][CH:9]=2)[CH:4]=[CH:5][N:6]=1.[Cl-].[Cl-].[Cl-].[Al+3].[C:14](Cl)(=[O:16])[CH3:15].[OH-].[Na+]>ClC(Cl)C>[C:14]([C:7]1[N:3]2[CH:4]=[CH:5][N:6]=[CH:1][C:2]2=[CH:9][CH:8]=1)(=[O:16])[CH3:15].[C:14]([C:9]1[CH:8]=[CH:7][N:3]2[CH:4]=[CH:5][N:6]=[CH:1][C:2]=12)(=[O:16])[CH3:15] |f:1.2.3.4,6.7|. Procedure: 20 g of pyrrolo[1,2-a]pyrazine prepared in Preparation Example 1 was dissolved in 100 ml of dichloroethane; and 30 g of aluminium trichloride and 12 g of acetylchloride were added thereto . The mixture was reacted at 60° C. for 4 hours, cooled to room temperature and then poured into 300 ml of ice-water. The mixture was adjusted to pH 10 with sodium hydroxide, extracted with 500 ml of ethyl acetate and concentrated. The residue was chromatographed over silica gel to obtain 4.5 g of 6-acetylpyrro... Starting materials: CS(=O)(=O)c1nccc(Oc2ccc(NC(=O)c3cc(F)cc(N4CCOCC4)c3)c3ccccc23)n1, O=C1CNCCN1. The product is O=C1CN(c2nccc(Oc3ccc(NC(=O)c4cc(F)cc(N5CCOCC5)c4)c4ccccc34)n2)CCN1. RXN SMILES: [F:1][c:2]1[cH:3][c:4]([C:5](=[O:6])[NH:7][c:8]2[cH:9][cH:10][c:11]([O:18][c:19]3[n:20][c:21]([S:25]([CH3:26])(=[O:27])=[O:28])[n:22][cH:23][cH:24]3)[c:12]3[cH:13][cH:14][cH:15][cH:16][c:17]23)[cH:29][c:30]([N:32]2[CH2:33][CH2:34][O:35][CH2:36][CH2:37]2)[cH:31]1.[NH:38]1[C:39](=[O:44])[CH2:40][NH:41][CH2:42][CH2:43]1>>[F:1][c:2]1[cH:3][c:4]([C:5](=[O:6])[NH:7][c:8]2[cH:9][cH:10][c:11]([O:18][c:19]3[n:20][c:21]([N:41]4[CH2:40][C:39](=[O:44])[NH:38][CH2:43][CH2:42]4)[n:22][cH:23][cH:24]3)[c:12]3[cH:13][cH:14][cH:15][cH:16][c:17]23)[cH:29][c:30]([N:32]2[CH2:33][CH2:34][O:35][CH2:36][CH2:37]2)[cH:31]1.